This data is from the Open Reaction Database (ORD), a public repository of structured organic reaction records. The task is: describe an organic reaction: reactants, conditions, products, and yield The reactants are BrC1=CC(=C2N=C(C(=NC2=C1)OC)OC)CBr (7-bromo-5-bromomethyl-2,3-dimethoxy-quinoxaline), C([O-])([O-])=O.[Ca+2] (calcium carbonate). Run in O (water), O1CCOCC1 (dioxane). Product: BrC1=CC(=C2N=C(C(=NC2=C1)OC)OC)CO (7-Bromo-5-hydroxymethyl-2,3-dimethoxy-quinoxaline). Reaction SMILES: [Br:1][C:2]1[CH:11]=[C:10]2[C:5]([N:6]=[C:7]([O:14][CH3:15])[C:8]([O:12][CH3:13])=[N:9]2)=[C:4]([CH2:16]Br)[CH:3]=1.C(=O)([O-])[O-:19].[Ca+2]>O1CCOCC1.O>[Br:1][C:2]1[CH:11]=[C:10]2[C:5]([N:6]=[C:7]([O:14][CH3:15])[C:8]([O:12][CH3:13])=[N:9]2)=[C:4]([CH2:16][OH:19])[CH:3]=1 |f:1.2|. Reported procedure: 11.5 g (31.85 mmol) of 7-bromo-5-bromomethyl-2,3-dimethoxy-quinoxaline are suspended at 20° C. in 100 ml of dioxane. 16.4 g (164 mmol) of calcium carbonate in 100 ml of water are then added and the mixture is heated at reflux for 24 hours. The dioxane is concentrated by evaporation and 300 ml of dichloromethane are added. The salt is filtered off, the organic phase is washed with brine and concentrated by evaporation and the residue is chromatographed on silica gel with ethyl acetate and hexane ...